This data is from the Open Reaction Database (ORD), a public repository of structured organic reaction records. The task is: describe an organic reaction: reactants, conditions, products, and yield Reactants: CN(C)CCOc1cccc(N)c1, CC(C)O, O=C(Nc1cccc(-c2nn3cccc(F)c3c2-c2ccnc(Cl)n2)c1)c1c(F)cccc1F, Cl. The product is CN(C)CCOc1cccc(Nc2nccc(-c3c(-c4cccc(NC(=O)c5c(F)cccc5F)c4)nn4cccc(F)c34)n2)c1. As a reaction SMILES: [CH3:35][N:36]([CH2:37][CH2:38][O:39][c:40]1[cH:41][c:42]([NH2:43])[cH:44][cH:45][cH:46]1)[CH3:47].[CH:49]([OH:50])([CH3:51])[CH3:52].[Cl:1][c:2]1[n:3][cH:4][cH:5][c:6](-[c:8]2[c:9](-[c:18]3[cH:19][c:20]([NH:24][C:25]([c:26]4[c:27]([F:33])[cH:28][cH:29][cH:30][c:31]4[F:32])=[O:34])[cH:21][cH:22][cH:23]3)[n:10][n:11]3[c:12]2[c:13]([F:17])[cH:14][cH:15][cH:16]3)[n:7]1.[ClH:48]>>[c:2]1([NH:43][c:42]2[cH:41][c:40]([O:39][CH2:38][CH2:37][N:36]([CH3:35])[CH3:47])[cH:46][cH:45][cH:44]2)[n:3][cH:4][cH:5][c:6](-[c:8]2[c:9](-[c:18]3[cH:19][c:20]([NH:24][C:25]([c:26]4[c:27]([F:33])[cH:28][cH:29][cH:30][c:31]4[F:32])=[O:34])[cH:21][cH:22][cH:23]3)[n:10][n:11]3[c:12]2[c:13]([F:17])[cH:14][cH:15][cH:16]3)[n:7]1. The reactants are BrC1=C(C=CC=C1)B(O)O (2-bromophenylboronic acid), C(C)(=O)NC=1C=CC(=C(C(=O)OCC)C1)Br (ethyl 5-(acetylamino)-2-bromobenzoate), C([O-])([O-])=O.[K+].[K+] (potassium carbonate), C1(=CC=CC=C1)C.C(C)O (toluene ethanol). Reagents/catalysts: C=1C=CC(=CC1)[P](C=2C=CC=CC2)(C=3C=CC=CC3)[Pd]([P](C=4C=CC=CC4)(C=5C=CC=CC5)C=6C=CC=CC6)([P](C=7C=CC=CC7)(C=8C=CC=CC8)C=9C=CC=CC9)[P](C=1C=CC=CC1)(C=1C=CC=CC1)C=1C=CC=CC1 (tetrakis(triphenylphosphine)palladium(0)). The solvent is C(C)OCC (diethyl ether), O (water). Reaction conditions: temperature 90 celsius. The product is C(C)(=O)NC=1C=C(C(=CC1)C1=C(C=CC=C1)Br)C(=O)OCC (Ethyl 4-(acetylamino)-2′-bromo-2-biphenylcarboxylate). Isolated yield 49.0%. RXN SMILES: [Br:1][C:2]1[CH:7]=[CH:6][CH:5]=[CH:4][C:3]=1B(O)O.[C:11]([NH:14][C:15]1[CH:16]=[CH:17][C:18](Br)=[C:19]([CH:25]=1)[C:20]([O:22][CH2:23][CH3:24])=[O:21])(=[O:13])[CH3:12].C(=O)([O-])[O-].[K+].[K+].C1(C)C=CC=CC=1.C(O)C>C(OCC)C.O.C1C=CC([P]([Pd]([P](C2C=CC=CC=2)(C2C=CC=CC=2)C2C=CC=CC=2)([P](C2C=CC=CC=2)(C2C=CC=CC=2)C2C=CC=CC=2)[P](C2C=CC=CC=2)(C2C=CC=CC=2)C2C=CC=CC=2)(C2C=CC=CC=2)C2C=CC=CC=2)=CC=1>[C:11]([NH:14][C:15]1[CH:25]=[C:19]([C:20]([O:22][CH2:23][CH3:24])=[O:21])[C:18]([C:3]2[CH:4]=[CH:5][CH:6]=[CH:7][C:2]=2[Br:1])=[CH:17][CH:16]=1)(=[O:13])[CH3:12] |f:2.3.4,5.6,^1:52,54,73,92|. Procedure: A mixture of 2-bromophenylboronic acid (1.61 g, 8.0 mmol), ethyl 5-(acetylamino)-2-bromobenzoate (2.15 g, 7.5 mmol), potassium carbonate (5.52 g, 40 mmol) and tetrakis(triphenylphosphine)palladium(0) (869 mg, 0.75 mmol) in 1:1 toluene/ethanol (40 ml) was stirred and heated at 90° C. under nitrogen for 2 hours. After cooling the mixture was diluted with diethyl ether and water and the organic phase dried (MgSO4) and evaporated to dryness. The residue was chromatographed with ethyl acetate/iso-hex... Starting materials: C(=O)([O-])[O-].[K+].[K+] (K2CO3), N#N (N2), COCC1NCCC1 (2-(methoxymethyl)pyrrolidine), BrCCCC#N (4-bromobutyronitrile). Run in CC#N (CH3CN). Conditions: time 15 hour. The product is COCC1N(CCC1)CCCCN (4-(2-(methoxymethyl)pyrrolidin-1-yl)butan-1-amine). As a reaction SMILES: N#N.[CH3:3][O:4][CH2:5][CH:6]1[CH2:10][CH2:9][CH2:8][NH:7]1.Br[CH2:12][CH2:13][CH2:14][C:15]#[N:16].C([O-])([O-])=O.[K+].[K+]>CC#N>[CH3:3][O:4][CH2:5][CH:6]1[CH2:10][CH2:9][CH2:8][N:7]1[CH2:12][CH2:13][CH2:14][CH2:15][NH2:16] |f:3.4.5|. Procedure details: In a flame dried round-bottomed flask equipped with a magnetic stir bar and under inert atmosphere (N2), to a solution of 2-(methoxymethyl)pyrrolidine (300 mg, 2.61 mmol) and 4-bromobutyronitrile (0.31 mL, 2.99 mmol) in dry CH3CN (13 mL) was added K2CO3 (1.51 g, 10.94 mmol) at rt followed by KI (43 mg, 0.26 mmol). The reaction mixture was stirred at rt for 15 h. The mixture was filtered and the filtrate partitioned between water and CH2Cl2. The layers were separated and the aq. layer extracted w...